This data is from the Open Reaction Database (ORD), a public repository of structured organic reaction records. The task is: describe an organic reaction: reactants, conditions, products, and yield The reactants are ClC1=C(C(=O)OC)C=CC(=C1C)C=S(=O)=O (methyl 2-chloro-3-methyl-4-sulfonylmethylbenzoate), BrN1C(CCC1=O)=O (N-bromosuccinimide), azoisobutyronitrile. Run in C(Cl)(Cl)(Cl)Cl (carbon tetrachloride). Reaction SMILES: [Cl:1][C:2]1[C:11]([CH3:12])=[C:10]([CH:13]=[S:14](=[O:16])=[O:15])[CH:9]=[CH:8][C:3]=1[C:4]([O:6][CH3:7])=[O:5].[Br:17]N1C(=O)CCC1=O>C(Cl)(Cl)(Cl)Cl>[Cl:1][C:2]1[C:11]([CH2:12][Br:17])=[C:10]([CH:13]=[S:14](=[O:16])=[O:15])[CH:9]=[CH:8][C:3]=1[C:4]([O:6][CH3:7])=[O:5]. Product: ClC1=C(C(=O)OC)C=CC(=C1CBr)C=S(=O)=O (Methyl 2-chloro-3-bromomethyl-4-sulfonylmethylbenzoate). Procedure details: 80 g (0.3 mol) of methyl 2-chloro-3-methyl-4-sulfonylmethylbenzoate in 11 of carbon tetrachloride are heated at 76° C. together with 54 g (0.31 mol) of N-bromosuccinimide and 1.5 g of azoisobutyronitrile for 6 h. The reaction mixture is filtered and freed from the solvent under reduced pressure. Yield: 104 g; m.p. 83-85° C.